describe an organic reaction: reactants, conditions, products, and yield From a dataset of the Open Reaction Database (ORD), a public repository of structured organic reaction records. Reactants: CCOC1(N2CCC(C)C(=O)C2)OCCO1, Cl, C1CCOC1. Yields the product CCOC(=O)N1CCC(C)C(=O)C1. RXN SMILES: [CH2:1]1[CH2:2][O:3][C:4]([O:5][CH2:7][CH3:16])([N:8]2[CH2:9][C:10](=[O:15])[CH:11]([CH3:14])[CH2:12][CH2:13]2)[O:6]1.[ClH:17].[O:18]1[CH2:19][CH2:20][CH2:21][CH2:22]1>>[CH3:1][CH2:2][O:3][C:4](=[O:5])[N:8]1[CH2:9][C:10](=[O:15])[CH:11]([CH3:14])[CH2:12][CH2:13]1. As a reaction SMILES: [CH2:1]([O:3][C:4](=[O:29])[CH2:5][C:6]1[CH:11]=[CH:10][C:9]([O:12][CH3:13])=[C:8]([O:14][C:15]2[CH:20]=[CH:19][C:18]([NH2:21])=[CH:17][C:16]=2[CH2:22][N:23]2[CH2:27][CH2:26][O:25][C:24]2=[O:28])[CH:7]=1)[CH3:2].[CH3:30][O:31][CH2:32][C:33](Cl)=[O:34]>>[CH2:1]([O:3][C:4](=[O:29])[CH2:5][C:6]1[CH:11]=[CH:10][C:9]([O:12][CH3:13])=[C:8]([O:14][C:15]2[CH:20]=[CH:19][C:18]([NH:21][C:33](=[O:34])[CH2:32][O:31][CH3:30])=[CH:17][C:16]=2[CH2:22][N:23]2[CH2:27][CH2:26][O:25][C:24]2=[O:28])[CH:7]=1)[CH3:2]. Starting materials: C(C)OC(CC1=CC(=C(C=C1)OC)OC1=C(C=C(C=C1)N)CN1C(OCC1)=O)=O ({3-[4-amino-2-(2-oxo-oxazolidin-3-ylmethyl)-phenoxy]-4-methoxy-phenyl}-acetic acid ethyl ester), COCC(=O)Cl (methoxyacetyl chloride). Reported procedure: Prepared according to the procedure described in Example 100, Step 1, using the following starting materials: {3-[4-amino-2-(2-oxo-oxazolidin-3-ylmethyl)-phenoxy]-4-methoxy-phenyl}-acetic acid ethyl ester and methoxyacetyl chloride. Product: C(C)OC(CC1=CC(=C(C=C1)OC)OC1=C(C=C(C=C1)NC(COC)=O)CN1C(OCC1)=O)=O ({4-Methoxy-3-[4-(2-methoxy-acetylamino)-2-(2-oxo-oxazolidin-3-ylmethyl)-phenoxy]-phenyl}-acetic acid ethyl ester). Starting materials: C(=C)[Mg]Cl (vinyl magnesium chloride), N1=CC(=CC=C1)\C=N\CC=C (N-[(E)-3-pyridinylmethylidene]-2-propen-1-amine), LaCl3. Conditions: time 1 hour. The product is C(C=C)NC(C=C)C=1C=NC=CC1 (allyl-(1-pyridin-3-yl-allyl)-amine). Yield: 86.7%. Reaction SMILES: [CH:1]([Mg]Cl)=[CH2:2].[N:5]1[CH:10]=[CH:9][CH:8]=[C:7](/[CH:11]=[N:12]/[CH2:13][CH:14]=[CH2:15])[CH:6]=1>>[CH2:13]([NH:12][CH:11]([C:7]1[CH:6]=[N:5][CH:10]=[CH:9][CH:8]=1)[CH:1]=[CH2:2])[CH:14]=[CH2:15]. Reported procedure: According to Example 2, vinyl magnesium chloride (1.00 M in THF, 1.10 mL; 1.10 mmol; 1.10 equiv) was reacted with N-[(E)-3-pyridinylmethylidene]-2-propen-1-amine (11) (146 mg; 1.00 mmol) in the presence of LaCl3.2LiCl (0.33 M; 0.30 mL, 0.10 mmol, 0.10 equiv) at room temperature for 1 h. Column chromatographical purification afforded the desired product 12 as colorless oil (151 mg, 87%). The analytical data were found to be in accordance with the literature data. The reactants are CC(=O)NN, Cc1ccc(-c2ccccc2)cc1CN=C=O, C1CCOC1. The product is CC(=O)NNC(=O)NCc1cc(-c2ccccc2)ccc1C. RXN SMILES: [CH3:18][C:19](=[O:20])[NH:21][NH2:22].[CH3:1][c:2]1[c:3]([CH2:4][N:5]=[C:6]=[O:7])[cH:8][c:9](-[c:12]2[cH:13][cH:14][cH:15][cH:16][cH:17]2)[cH:10][cH:11]1.[O:23]1[CH2:24][CH2:25][CH2:26][CH2:27]1>>[CH3:1][c:2]1[c:3]([CH2:4][NH:5][C:6](=[O:7])[NH:22][NH:21][C:19]([CH3:18])=[O:20])[cH:8][c:9](-[c:12]2[cH:13][cH:14][cH:15][cH:16][cH:17]2)[cH:10][cH:11]1.